From a dataset of the Open Reaction Database (ORD), a public repository of structured organic reaction records. describe an organic reaction: reactants, conditions, products, and yield Starting materials: NC1=NC(=NS1)C(Cl)(Cl)Cl (5-amino-3-trichloromethyl-1,2,4-thiadiazole), CN=C=O (methyl isocyanate), C1=CC=CC=C1 (benzene), NC(=O)N (urea). Conditions: temperature 145 celsius. The product is CNC(=O)N(C(=O)NC1=NC(=NS1)C(Cl)(Cl)Cl)C (1,3-Dimethyl-5-(3-Trichloromethyl-1,2,4-thiadiazol-5-yl)biuret). Isolated yield 65.0%. Reaction SMILES: [NH2:1][C:2]1[S:6][N:5]=[C:4]([C:7]([Cl:10])([Cl:9])[Cl:8])[N:3]=1.[CH3:11][N:12]=[C:13]=[O:14].[NH2:15][C:16](N)=[O:17].[CH:19]1C=CC=CC=1>>[CH3:11][NH:12][C:13]([N:15]([CH3:19])[C:16]([NH:1][C:2]1[S:6][N:5]=[C:4]([C:7]([Cl:10])([Cl:9])[Cl:8])[N:3]=1)=[O:17])=[O:14]. Procedure details: A glass pressure vessel was charged with 27.5 grams (0.13 mole) 5-amino-3-trichloromethyl-1,2,4-thiadiazole, 17.9 grams (0.31 mole) methyl isocyanate, and 250 milliliters benzene. A magnetic stirring bar was added and the vessel sealed. The stirred reaction mixture was heated at 145° C. for 1.5 hours and then allowed to cool to room temperature where a urea by-product precipitates. The by-product was removed by filtration and the filtrate concentrated in vacuo to leave 27.2 grams (65% yield) of ... Starting materials: ON=CC(=O)NC1=C(C=C(C=C1)OC)[N+](=O)[O-] (2-Hydroxyimino-N-(4-methoxy-2-nitro-phenyl)-acetamide), OS(=O)(=O)O (H2SO4), ice. Run at temperature 80 celsius. The product is COC=1C=C2C(C(NC2=C(C1)[N+](=O)[O-])=O)=O (5-Methoxy-7-nitro-1H-indole-2,3-dione). As a reaction SMILES: ON=[CH:3][C:4]([NH:6][C:7]1[CH:12]=[CH:11][C:10]([O:13][CH3:14])=[CH:9][C:8]=1[N+:15]([O-:17])=[O:16])=[O:5].[OH:18]S(O)(=O)=O>>[CH3:14][O:13][C:10]1[CH:11]=[C:12]2[C:7](=[C:8]([N+:15]([O-:17])=[O:16])[CH:9]=1)[NH:6][C:4](=[O:5])[C:3]2=[O:18]. Reported procedure: 2-Hydroxyimino-N-(4-methoxy-2-nitro-phenyl)-acetamide (5 g, 22 mmol) was added portion wise to a hot solution of conc. H2SO4 (20 mL, 4 vol) at 60° C. After completion of the addition, temperature was raised to 80° C. and maintained the same for one hour. After completion of the reaction, the reaction mixture was poured on to the crushed ice and the resulting precipitate separated was filtered, washed with water (2-3 times) and dried under vacuum to obtain the title compound as brick red colored ... The reactants are C(#C)C=1C=NN2C1N=C(C=C2C(F)(F)F)C2=CC=C(C=C2)C(F)(F)F (3-ethynyl-7-trifluoromethyl-5-(4-trifluoromethyl-phenyl)-pyrazolo[1,5-a]pyrimidine), OCC(C)NS(=O)(=O)C=1C=NC=C(C1)Br (5-Bromo-pyridine-3-sulfonic acid (2-hydroxy-1-methyl-ethyl)-amide). Yields the product OCC(C)NS(=O)(=O)C=1C=NC=C(C1)C#CC=1C=NN2C1N=C(C=C2C(F)(F)F)C2=CC=C(C=C2)C(F)(F)F (5-[7-Trifluoromethyl-5-(4-trifluoromethyl-phenyl)-pyrazolo[1,5-a]pyrimidin-3-ylethynyl]-pyridine-3-sulfonic acid (2-hydroxy-1-methyl-ethyl)-amide), solid. The yield is 65.0%. Reaction SMILES: [C:1]([C:3]1[CH:4]=[N:5][N:6]2[C:11]([C:12]([F:15])([F:14])[F:13])=[CH:10][C:9]([C:16]3[CH:21]=[CH:20][C:19]([C:22]([F:25])([F:24])[F:23])=[CH:18][CH:17]=3)=[N:8][C:7]=12)#[CH:2].[OH:26][CH2:27][CH:28]([NH:30][S:31]([C:34]1[CH:35]=[N:36][CH:37]=[C:38](Br)[CH:39]=1)(=[O:33])=[O:32])[CH3:29]>>[OH:26][CH2:27][CH:28]([NH:30][S:31]([C:34]1[CH:35]=[N:36][CH:37]=[C:38]([C:2]#[C:1][C:3]2[CH:4]=[N:5][N:6]3[C:11]([C:12]([F:14])([F:13])[F:15])=[CH:10][C:9]([C:16]4[CH:21]=[CH:20][C:19]([C:22]([F:25])([F:24])[F:23])=[CH:18][CH:17]=4)=[N:8][C:7]=23)[CH:39]=1)(=[O:33])=[O:32])[CH3:29]. Reported procedure: The title compound was prepared from 3-ethynyl-7-trifluoromethyl-5-(4-trifluoromethyl-phenyl)-pyrazolo[1,5-a]pyrimidine (example C.1) (300 mg, 1.0 mmol) and 5-Bromo-pyridine-3-sulfonic acid (2-hydroxy-1-methyl-ethyl)-amide (example B.16) (265 mg, 1.0 mmol) according to general procedure II. Obtained as a yellow solid (390 mg, 65%). MS (ISP) 570.2 [(M+H)+]; mp 225-226° C. The reactants are CC(=O)OC1CCCC2=CC=C3C4CCC(C(C)CCCC(C)C)C4(C)CCC3C21C, [K+], [OH-]. The product is CC(C)CCCC(C)C1CCC2C3=CC=C4CCCC(O)C4(C)C3CCC21C. As a reaction SMILES: [C:1](=[O:2])([CH3:3])[O:4][CH:5]1[CH2:6][CH2:7][CH2:8][C:9]2=[CH:10][CH:11]=[C:12]3[CH:13]4[CH2:14][CH2:15][CH:16]([CH:17]([CH2:18][CH2:19][CH2:20][CH:21]([CH3:22])[CH3:23])[CH3:24])[C:25]4([CH3:31])[CH2:26][CH2:27][CH:28]3[C:29]12[CH3:30].[K+:33].[OH-:32]>>[OH:4][CH:5]1[CH2:6][CH2:7][CH2:8][C:9]2=[CH:10][CH:11]=[C:12]3[CH:13]4[CH2:14][CH2:15][CH:16]([CH:17]([CH2:18][CH2:19][CH2:20][CH:21]([CH3:22])[CH3:23])[CH3:24])[C:25]4([CH3:31])[CH2:26][CH2:27][CH:28]3[C:29]12[CH3:30]. Starting materials: Oc1ccc2c(c1)CCCC21COC(c2c(F)cccc2F)=N1, [H-], CCCCCCCCI, [Na+], CN(C)C=O. Yields the product CCCCCCCCOc1ccc2c(c1)CCCC21COC(c2c(F)cccc2F)=N1. RXN SMILES: [F:3][c:4]1[c:5]([C:11]2=[N:25][C:14]3([CH2:13][O:12]2)[CH2:15][CH2:16][CH2:17][c:18]2[cH:19][c:20]([OH:24])[cH:21][cH:22][c:23]23)[c:6]([F:10])[cH:7][cH:8][cH:9]1.[H-:2].[I:26][CH2:27][CH2:28][CH2:29][CH2:30][CH2:31][CH2:32][CH2:33][CH3:34].[Na+:1].[O:35]=[CH:36][N:37]([CH3:38])[CH3:39]>>[F:3][c:4]1[c:5]([C:11]2=[N:25][C:14]3([CH2:13][O:12]2)[CH2:15][CH2:16][CH2:17][c:18]2[cH:19][c:20]([O:24][CH2:27][CH2:28][CH2:29][CH2:30][CH2:31][CH2:32][CH2:33][CH3:34])[cH:21][cH:22][c:23]23)[c:6]([F:10])[cH:7][cH:8][cH:9]1. The reactants are ClCCCl, CCOC(C)=O, COc1cc(C=C(CCCCl)C(=O)O)ccc1-n1cnc(C)c1, O=C(O)C(F)(F)F, CC(N)c1c(F)cccc1F, CN(C)C=O, O, On1nnc2ccccc21. Product: COc1cc(C=C(CCCCl)C(=O)NC(C)c2c(F)cccc2F)ccc1-n1cnc(C)c1. Reaction SMILES: [CH2:1]([Cl:2])[CH2:3][Cl:4].[CH3:61][CH2:62][O:63][C:64](=[O:65])[CH3:66].[Cl:22][CH2:23][CH2:24][CH2:25][C:26]([C:27](=[O:28])[OH:29])=[CH:30][c:31]1[cH:32][c:33]([O:43][CH3:44])[c:34](-[n:37]2[cH:38][n:39][c:40]([CH3:42])[cH:41]2)[cH:35][cH:36]1.[F:15][C:16]([F:17])([F:18])[C:19]([OH:20])=[O:21].[F:45][c:46]1[c:47]([CH:53]([CH3:54])[NH2:55])[c:48]([F:52])[cH:49][cH:50][cH:51]1.[O:56]=[CH:57][N:58]([CH3:59])[CH3:60].[OH2:67].[OH:5][n:6]1[c:7]2[c:8]([cH:9][cH:10][cH:11][cH:12]2)[n:13][n:14]1>>[Cl:22][CH2:23][CH2:24][CH2:25][C:26]([C:27](=[O:29])[NH:55][CH:53]([c:47]1[c:46]([F:45])[cH:51][cH:50][cH:49][c:48]1[F:52])[CH3:54])=[CH:30][c:31]1[cH:32][c:33]([O:43][CH3:44])[c:34](-[n:37]2[cH:38][n:39][c:40]([CH3:42])[cH:41]2)[cH:35][cH:36]1. Reactants: Cc1ccc(N(C(=O)OC(C)(C)C)C(=O)OC(C)(C)C)cn1, ClC(Cl)(Cl)Cl, CC(C)(C#N)N=NC(C)(C)C#N, O=C1CCC(=O)N1Br. Product: CC(C)(C)OC(=O)N(C(=O)OC(C)(C)C)c1ccc(CBr)nc1. RXN SMILES: [CH3:1][c:2]1[cH:3][cH:4][c:5]([N:8]([C:9](=[O:10])[O:11][C:12]([CH3:13])([CH3:14])[CH3:15])[C:16](=[O:17])[O:18][C:19]([CH3:20])([CH3:21])[CH3:22])[cH:6][n:7]1.[Cl:43][C:44]([Cl:45])([Cl:46])[Cl:47].[N:31]#[C:32][C:33]([N:34]=[N:35][C:36]([C:37]#[N:38])([CH3:39])[CH3:40])([CH3:41])[CH3:42].[O:23]=[C:24]1[N:25]([Br:30])[C:26](=[O:27])[CH2:28][CH2:29]1>>[CH2:1]([c:2]1[cH:3][cH:4][c:5]([N:8]([C:9](=[O:10])[O:11][C:12]([CH3:13])([CH3:14])[CH3:15])[C:16](=[O:17])[O:18][C:19]([CH3:20])([CH3:21])[CH3:22])[cH:6][n:7]1)[Br:30]. The reactants are C(C1=CC=CC=C1)(=O)Cl (benzoyl chloride), [OH-].[Na+] (sodium hydroxide), ClC=1C=CC=C(C1C(=O)O)N (6-chloroanthranilic acid), S(=O)(Cl)Cl (thionyl chloride). The reagents and catalysts are [Cl-].C[N+](CC1=CC=CC=C1)(C)C (trimethylbenzylammonium chloride). The solvent is ClCCCl (1,2-dichloroethane), O (water). Run at temperature 40 celsius, time 90 minute. Yields the product ClC1=CC=CC2=C1C(OC(=N2)C2=CC=CC=C2)=O (5-chloro-2-phenyl-4H-3,1-benzoxazin-4-one). Yield: 98.0%. As a reaction SMILES: [C:1](Cl)(=O)[C:2]1[CH:7]=[CH:6][CH:5]=[CH:4][CH:3]=1.[OH-].[Na+].[Cl:12][C:13]1[CH:14]=[CH:15][CH:16]=[C:17]([NH2:22])[C:18]=1[C:19]([OH:21])=[O:20].S(Cl)(Cl)=O>[Cl-].C[N+](C)(C)CC1C=CC=CC=1.O.ClCCCl>[Cl:12][C:13]1[C:18]2[C:19](=[O:21])[O:20][C:1]([C:2]3[CH:7]=[CH:6][CH:5]=[CH:4][CH:3]=3)=[N:22][C:17]=2[CH:16]=[CH:15][CH:14]=1 |f:1.2,5.6|. Reported procedure: 70.3 g of benzoyl chloride and 40 g of 50% strength aqueous sodium hydroxide solution are added simultaneously via 2 feed apparatuses in the course of 40 minutes at from 23° to 42° C. to a stirred mixture of 85.8 g of finely divided 6-chloroanthranilic acid, 0.9 g of trimethylbenzylammonium chloride and 1,250 g of 1,2-dichloroethane. Stirring is continued for 90 minutes at 28° C., the mixture is refluxed for 1 hour with separation of water, and 63.1 parts of thionyl chloride are added in the cou...